This data is from the Open Reaction Database (ORD), a public repository of structured organic reaction records. The task is: describe an organic reaction: reactants, conditions, products, and yield The reactants are C(C)N1C(NC(C(C1=O)CC)=O)=S (3,5-DIETHYL-2-THIOBARBITURIC ACID), P(=O)(Cl)(Cl)Cl (PHOSPHORUS OXYCHLORIDE). Solvent: O (WATER). Yields the product C(C)N1C(NC(=C(C1=O)CC)Cl)=S (3,5-Diethyl-6-chloro-2-thiouracil). The yield is 70.0%. RXN SMILES: [CH2:1]([N:3]1[C:8](=[O:9])[CH:7]([CH2:10][CH3:11])[C:6](=O)[NH:5][C:4]1=[S:13])[CH3:2].P(Cl)(Cl)([Cl:16])=O>O>[CH2:1]([N:3]1[C:8](=[O:9])[C:7]([CH2:10][CH3:11])=[C:6]([Cl:16])[NH:5][C:4]1=[S:13])[CH3:2]. Reported procedure: 10 G. OF 3,5-DIETHYL-2-THIOBARBITURIC ACID IS CHLORINATED, AFTER THE ADDITION OF A FEW DROPS OF WATER, WITH EXCESS PHOSPHORUS OXYCHLORIDE (APPROXIMATELY 100 ML.) UNDER HEATING FOR 3/4 HOUR. The excess phosphorus oxychloride is distilled off, and the residue is poured on ice. The desired reaction product is crystallized during this step and melts, after recrystallization from aqueous ethanol, completely at 228° C. Yield: 70% The reactants are C[Si](CCCCCCCCCCCCCCNC1=CC=C(C(=O)O)C=C1)(C)C (4-[14-(trimethylsilyl)tetradecylamino]benzoic acid), CN(P(=O)(N(C)C)N(C)C)C (hexamethylphosphoramide), [OH-].[Na+] (sodium hydroxide), ICC(CO)O (3-iodo-1,2-propanediol). The solvent is O (water), CCOCC (ether). Yields the product C[Si](CCCCCCCCCCCCCCNC1=CC=C(C(=O)OCC(CO)O)C=C1)(C)C (2,3-Dihydroxypropyl 4-[14-(trimethylsilyl)tetradecylamino]benzoate). Reaction SMILES: [CH3:1][Si:2]([CH3:28])([CH3:27])[CH2:3][CH2:4][CH2:5][CH2:6][CH2:7][CH2:8][CH2:9][CH2:10][CH2:11][CH2:12][CH2:13][CH2:14][CH2:15][CH2:16][NH:17][C:18]1[CH:26]=[CH:25][C:21]([C:22]([OH:24])=[O:23])=[CH:20][CH:19]=1.[OH-].[Na+].I[CH2:32][CH:33]([OH:36])[CH2:34][OH:35].CN(C)P(N(C)C)(N(C)C)=O>O.CCOCC>[CH3:28][Si:2]([CH3:1])([CH3:27])[CH2:3][CH2:4][CH2:5][CH2:6][CH2:7][CH2:8][CH2:9][CH2:10][CH2:11][CH2:12][CH2:13][CH2:14][CH2:15][CH2:16][NH:17][C:18]1[CH:19]=[CH:20][C:21]([C:22]([O:24][CH2:32][CH:33]([OH:36])[CH2:34][OH:35])=[O:23])=[CH:25][CH:26]=1 |f:1.2|. Reported procedure: A solution of 7.17 g. of 4-[14-(trimethylsilyl)tetradecylamino]benzoic acid, 4.80 g. of 25% aqueous sodium hydroxide, and 12.6 g. of 3-iodo-1,2-propanediol in 50 ml. of hexamethylphosphoramide is stirred for 24 hours at ambient temperature, diluted with 100 ml. of ether and stirred for 5 days at ambient temperature. The mixture is treated with water and extracted with ether. The dried extracts are evaporated to yield the product as a white solid. The reactants are B(O)(O)C1=C(O[C@H](C(=O)O)C)C=CC(=C1)Cl (2-(2-Borono-4-chlorophenoxy)-(2S)-propanoic acid), ClC=1C=C(C=CC1I)S(=O)(=O)N(C)C (3-Chloro-4-iodo-N,N-dimethylbenzenesulfonamide). Run in CO (methanol). The product is ClC1=C(C=CC(=C1)S(=O)(=O)N(C)C)C1=C(C=CC(=C1)Cl)O[C@H](C(=O)O)C ([[2′,5-Dichloro-4′-[(dimethylamino)sulfonyl][1,1′-biphenyl]-2-yl]oxy]-(2S)-propanoic acid). RXN SMILES: B([C:4]1[CH:15]=[C:14]([Cl:16])[CH:13]=[CH:12][C:5]=1[O:6][C@@H:7]([CH3:11])[C:8]([OH:10])=[O:9])(O)O.[Cl:17][C:18]1[CH:19]=[C:20]([S:25]([N:28]([CH3:30])[CH3:29])(=[O:27])=[O:26])[CH:21]=[CH:22][C:23]=1I>CO>[Cl:17][C:18]1[CH:19]=[C:20]([S:25]([N:28]([CH3:30])[CH3:29])(=[O:27])=[O:26])[CH:21]=[CH:22][C:23]=1[C:4]1[CH:15]=[C:14]([Cl:16])[CH:13]=[CH:12][C:5]=1[O:6][C@@H:7]([CH3:11])[C:8]([OH:10])=[O:9]. Procedure details: The title compound was prepared by the method of example 144 step (i) using the product from example 151 step (iv), the product from example 148 step (ii) and methanol as solvent. Yield (0.08 g). The reactants are Cc1cnc(NCC(F)(F)c2ccncc2)c(=O)n1CC(=O)O, NCC(F)(F)c1ccccn1. The product is Cc1cnc(NCC(F)(F)c2ccncc2)c(=O)n1CC(=O)NCC(F)(F)c1ccccn1. RXN SMILES: [F:1][C:2]([CH2:3][NH:4][c:5]1[c:6](=[O:16])[n:7]([CH2:12][C:13](=[O:14])[OH:15])[c:8]([CH3:11])[cH:9][n:10]1)([c:17]1[cH:18][cH:19][n:20][cH:21][cH:22]1)[F:23].[F:24][C:25]([CH2:26][NH2:27])([c:28]1[n:29][cH:30][cH:31][cH:32][cH:33]1)[F:34]>>[F:1][C:2]([CH2:3][NH:4][c:5]1[c:6](=[O:16])[n:7]([CH2:12][C:13](=[O:15])[NH:27][CH2:26][C:25]([F:24])([c:28]2[n:29][cH:30][cH:31][cH:32][cH:33]2)[F:34])[c:8]([CH3:11])[cH:9][n:10]1)([c:17]1[cH:18][cH:19][n:20][cH:21][cH:22]1)[F:23]. Procedure: A mixture of 7-(3-chloro-propoxy)-3-(naphthalene-1-sulfonyl)-1-H-indazole (0.7 g, 1.75 mmoles), 3-chloro-benzylbromide (0.28 mL, 2.17 mmoles), and cesium carbonate (0.7 g, 2.17 mmoles) in DMF (5 mL) was stirred together in a round bottom flask at room temperature for 10 minutes. Reaction mixture was diluted with H2O, extracted with EtOAc, washed with water (2×), brine (1×), dried over Na2SO4, and concentrated under vacuum. The crude product was purified by HPLC using as eluent 30% EtOAc/hexane t... Yield: 94.9%. Run at time 10 minute. Yields the product ClC=1C=C(CN2N=C(C3=CC=CC(=C23)OCCCCl)S(=O)(=O)C2=CC=CC3=CC=CC=C23)C=CC1 (1-(3-Chloro-benzyl)-7-(3-chloro-propoxy)-3-(naphthalene-1-sulfonyl)-1-H-indazole). Reactants: ClCCCOC=1C=CC=C2C(=NNC12)S(=O)(=O)C1=CC=CC2=CC=CC=C12 (7-(3-chloro-propoxy)-3-(naphthalene-1-sulfonyl)-1-H-indazole), ClC=1C=C(CBr)C=CC1 (3-chloro-benzylbromide), C([O-])([O-])=O.[Cs+].[Cs+] (cesium carbonate). The solvent is CN(C)C=O (DMF), O (H2O). Reaction SMILES: [Cl:1][CH2:2][CH2:3][CH2:4][O:5][C:6]1[CH:7]=[CH:8][CH:9]=[C:10]2[C:14]=1[NH:13][N:12]=[C:11]2[S:15]([C:18]1[C:27]2[C:22](=[CH:23][CH:24]=[CH:25][CH:26]=2)[CH:21]=[CH:20][CH:19]=1)(=[O:17])=[O:16].[Cl:28][C:29]1[CH:30]=[C:31]([CH:34]=[CH:35][CH:36]=1)[CH2:32]Br.C(=O)([O-])[O-].[Cs+].[Cs+]>CN(C=O)C.O>[Cl:28][C:29]1[CH:30]=[C:31]([CH:34]=[CH:35][CH:36]=1)[CH2:32][N:13]1[C:14]2[C:10](=[CH:9][CH:8]=[CH:7][C:6]=2[O:5][CH2:4][CH2:3][CH2:2][Cl:1])[C:11]([S:15]([C:18]2[C:27]3[C:22](=[CH:23][CH:24]=[CH:25][CH:26]=3)[CH:21]=[CH:20][CH:19]=2)(=[O:16])=[O:17])=[N:12]1 |f:2.3.4|. The reactants are C(CC)N(C1CC2=CC(=C(C=C2C1)C(=O)[O-])C(=O)[O-])CCC (2-(dipropylamino)-2,3-dihydro-1H-indene-5,6-dicarboxylate), NCC=1C=NC=CC1 (3-aminomethylpyridine), Cl (HCl). Yields the product C(CC)N(C1CC=2C(=CC=3C(N(C(C3C2)=O)CC=2C=NC=CC2)=O)C1)CCC (6-(Dipropylamino)-6,7-dihydro-2-(3-pyridinylmethyl)cyclopent[f]isoindole-1,3(2H,5H)-dione). RXN SMILES: [CH2:1]([N:4]([CH2:20][CH2:21][CH3:22])[CH:5]1[CH2:13][C:12]2[C:7](=[CH:8][C:9]([C:17]([O-:19])=O)=[C:10]([C:14]([O-:16])=O)[CH:11]=2)[CH2:6]1)[CH2:2][CH3:3].[NH2:23][CH2:24][C:25]1[CH:26]=[N:27][CH:28]=[CH:29][CH:30]=1.Cl>>[CH2:20]([N:4]([CH2:1][CH2:2][CH3:3])[CH:5]1[CH2:6][C:7]2=[CH:8][C:9]3[C:17](=[O:19])[N:23]([CH2:24][C:25]4[CH:26]=[N:27][CH:28]=[CH:29][CH:30]=4)[C:14](=[O:16])[C:10]=3[CH:11]=[C:12]2[CH2:13]1)[CH2:21][CH3:22]. Reported procedure: Using procedure 49, 2-(dipropylamino)-2,3-dihydro-1H-indene-5,6-dicarboxylate (92, 0.35 g, 1.0 mmol) was treated with 3-aminomethylpyridine (0.14 mL, 1.4 mmol). Purification using silica gel, eluting with 19:1 CH2Cl2 /MeOH sat'd with NH3, afforded an oil that was converted to an HCl salt and recrystallized from hot MeOH/EtOAc to give 116 as a white solid (m.p. 141-146° C.). Starting materials: NC(=S)N (thiourea), BrCC(=O)C=1C(=C(C=CC1)N(S(=O)(=O)C1=C(C=CC(=C1)F)F)COC)F (N-[3-(bromoacetyl)-2-fluorophenyl]-2,5-difluoro-N-(methoxymethyl)benzenesulfonamide). Solvent: C(C)O (ethanol). Reaction conditions: temperature 60 celsius. Product: NC=1SC=C(N1)C=1C(=C(C=CC1)N(S(=O)(=O)C1=C(C=CC(=C1)F)F)COC)F (N-[3-(2-amino-1,3-thiazol-4-yl)-2-fluorophenyl]-2,5-difluoro-N-(methoxymethyl)benzenesulfonamide). The yield is 79.3%. RXN SMILES: [NH2:1][C:2]([NH2:4])=[S:3].Br[CH2:6][C:7]([C:9]1[C:10]([F:30])=[C:11]([N:15]([CH2:27][O:28][CH3:29])[S:16]([C:19]2[CH:24]=[C:23]([F:25])[CH:22]=[CH:21][C:20]=2[F:26])(=[O:18])=[O:17])[CH:12]=[CH:13][CH:14]=1)=O>C(O)C>[NH2:1][C:2]1[S:3][CH:6]=[C:7]([C:9]2[C:10]([F:30])=[C:11]([N:15]([CH2:27][O:28][CH3:29])[S:16]([C:19]3[CH:24]=[C:23]([F:25])[CH:22]=[CH:21][C:20]=3[F:26])(=[O:18])=[O:17])[CH:12]=[CH:13][CH:14]=2)[N:4]=1. Reported procedure: 21 mg (0.27 mmol) of thiourea were added to a solution of 122 mg (0.27 mmol) of N-[3-(bromoacetyl)-2-fluorophenyl]-2,5-difluoro-N-(methoxymethyl)benzenesulfonamide in 5 mL of ethanol. The mixture was heated at 60° C. for 20 min in a microwave apparatus. The solvent was then removed, the residue taken up with DCM and washed with water. The organic layer was separated, dried over Na2SO4 and evaporated. The crude was purified by flash chromatography eluted with DCM-CH3OH 95/5, giving 92 mg (80%) of... The reactants are NCC(=O)N1CCN(CC1)C(C1=C(C=CC(=C1)F)C(F)(F)F)=O (2-amino-1-[4-(5-fluoro-2-trifluoromethyl-benzoyl)-piperazin-1-yl]-ethanone), CCN(C(C)C)C(C)C (DIPEA), C(#C)C1=CC=C(C(=O)O)C=C1 (4-Ethynyl-benzoic acid), C=1C=CC2=C(C1)N=NN2O (HOBT), CCN=C=NCCCN(C)C (EDCI). Run in O (water), CN(C)C=O (DMF). Reaction conditions: time 2 minute. Product: C(#C)C1=CC=C(C(=O)NCC(=O)N2CCN(CC2)C(C2=C(C=CC(=C2)F)C(F)(F)F)=O)C=C1 (4-Ethynyl-N-{2-[4-(5-fluoro-2-trifluoromethyl-benzoyl)-piperazin-1-yl]-2-oxo-ethyl}-benzamide). The yield is 41.4%. As a reaction SMILES: CCN(C(C)C)C(C)C.[C:10]([C:12]1[CH:20]=[CH:19][C:15]([C:16]([OH:18])=O)=[CH:14][CH:13]=1)#[CH:11].C1C=CC2N(O)N=NC=2C=1.CCN=C=NCCCN(C)C.[NH2:42][CH2:43][C:44]([N:46]1[CH2:51][CH2:50][N:49]([C:52](=[O:64])[C:53]2[CH:58]=[C:57]([F:59])[CH:56]=[CH:55][C:54]=2[C:60]([F:63])([F:62])[F:61])[CH2:48][CH2:47]1)=[O:45]>CN(C=O)C.O>[C:10]([C:12]1[CH:13]=[CH:14][C:15]([C:16]([NH:42][CH2:43][C:44]([N:46]2[CH2:47][CH2:48][N:49]([C:52](=[O:64])[C:53]3[CH:58]=[C:57]([F:59])[CH:56]=[CH:55][C:54]=3[C:60]([F:62])([F:61])[F:63])[CH2:50][CH2:51]2)=[O:45])=[O:18])=[CH:19][CH:20]=1)#[CH:11]. Procedure: DIPEA (263.67 mg, 0.34 mL, 2.04 mmol) was added to a stirred solution of 4-Ethynyl-benzoic acid (100 mg, 0.68 mmol) in DMF (1.5 mL). HOBT (92 mg, 0.68 mmol) and EDCI (156.42 mg, 0.81 mmol) were then added at room temperature. After 2 minutes, 2-amino-1-[4-(5-fluoro-2-trifluoromethyl-benzoyl)-piperazin-1-yl]-ethanone (253 mg, 0.68 mmol) was added and the resulting mixture was stirred at room temperature overnight. Cold water was then added and the product was extracted with EtOAc and the organic ... Reactants: C#CCBr, CN(C)C=O, Cc1ccccc1, [H-], [Na+], COC(=O)C(C)(C)O. The product is CC#COC(C)(C)C(=O)OC. As a reaction SMILES: [CH2:11]([C:12]#[CH:13])[Br:14].[CH3:15][N:16]([CH3:17])[CH:18]=[O:19].[CH3:20][c:21]1[cH:22][cH:23][cH:24][cH:25][cH:26]1.[H-:9].[Na+:10].[OH:1][C:2]([C:3](=[O:4])[O:5][CH3:6])([CH3:7])[CH3:8]>>[O:1]([C:2]([C:3](=[O:4])[O:5][CH3:6])([CH3:7])[CH3:8])[C:11]#[C:12][CH3:13]. Reactants: COc1ccc(C=O)cc1O, OCCCCc1ccccc1. Product: COc1ccc(C=O)cc1OC(=O)CCCc1ccccc1. As a reaction SMILES: [OH:1][c:2]1[cH:3][c:4]([CH:5]=[O:6])[cH:7][cH:8][c:9]1[O:10][CH3:11].[c:12]1([CH2:18][CH2:19][CH2:20][CH2:21][OH:22])[cH:13][cH:14][cH:15][cH:16][cH:17]1>>[O:1]([c:2]1[cH:3][c:4]([CH:5]=[O:6])[cH:7][cH:8][c:9]1[O:10][CH3:11])[C:21]([CH2:20][CH2:19][CH2:18][c:12]1[cH:13][cH:14][cH:15][cH:16][cH:17]1)=[O:22].